Dataset: the Open Reaction Database (ORD), a public repository of structured organic reaction records. Task: describe an organic reaction: reactants, conditions, products, and yield The reactants are sodium Z-2-acetamidoethenylthiolate, O (water), [N+](=O)([O-])C1=CC=C(COC(=O)OC(C)C2C3CC(=C(N3C2=O)C(=O)OCC2=CC=C(C=C2)[N+](=O)[O-])S(=O)C2=NC=CC=N2)C=C1 (p-Nitrobenzyl(5RS,6SR)-6-[(1RS)-1-p-nitrobenzyloxycarbonyloxyethyl]-3-(2-pyrimidylsulphinyl)-7-oxo-1-azabicyclo[3.2.0]hept-2-ene-2-carboxylate). Reagents/catalysts: [Cl-].C(C1=CC=CC=C1)[N+](CCCCCCCCCCCCCCCC)(C)C (benzyldimethyl-n-hexadecylammonium chloride). The solvent is ClCCl (dichloromethane). Run at time 25 minute. The product is C(C)(=O)N\C=C/SC1=C(N2C(C(C2C1)C(C)OC(=O)OCC1=CC=C(C=C1)[N+](=O)[O-])=O)C(=O)OCC1=CC=C(C=C1)[N+](=O)[O-] (p-Nitrobenzyl(5RS,6SR)-3-[(Z)-2-Acetamidoethenylthio]-6-[(1RS)-1-p-nitrobenzyloxycarbonyloxyethyl]-7-oxo-1-azabicyclo[3.2.0]hept-2-ene-2-carboxylate). The yield is 52.0%. Reaction SMILES: [N+:1]([C:4]1[CH:45]=[CH:44][C:7]([CH2:8][O:9][C:10]([O:12][CH:13]([CH:15]2[C:21](=[O:22])[N:20]3[CH:16]2[CH2:17][C:18]([S:36]([C:38]2N=CC=CN=2)=O)=[C:19]3[C:23]([O:25][CH2:26][C:27]2[CH:32]=[CH:31][C:30]([N+:33]([O-:35])=[O:34])=[CH:29][CH:28]=2)=[O:24])[CH3:14])=[O:11])=[CH:6][CH:5]=1)([O-:3])=[O:2].[OH2:46]>ClCCl.[Cl-].C([N+](C)(C)CCCCCCCCCCCCCCCC)C1C=CC=CC=1>[C:19]([NH:20]/[CH:16]=[CH:38]\[S:36][C:18]1[CH2:17][CH:16]2[N:20]([C:21](=[O:22])[CH:15]2[CH:13]([O:12][C:10]([O:9][CH2:8][C:7]2[CH:44]=[CH:45][C:4]([N+:1]([O-:3])=[O:2])=[CH:5][CH:6]=2)=[O:11])[CH3:14])[C:19]=1[C:23]([O:25][CH2:26][C:27]1[CH:32]=[CH:31][C:30]([N+:33]([O-:35])=[O:34])=[CH:29][CH:28]=1)=[O:24])(=[O:46])[CH3:18] |f:3.4|. Reported procedure: p-Nitrobenzyl(5RS,6SR)-6-[(1RS)-1-p-nitrobenzyloxycarbonyloxyethyl]-3-(2-pyrimidylsulphinyl)-7-oxo-1-azabicyclo[3.2.0]hept-2-ene-2-carboxylate (230 mg) in dichloromethane (25 ml) was treated with benzyldimethyl-n-hexadecylammonium chloride (12 mg), cooled in an ice-bath, and treated with sodium Z-2-acetamidoethenylthiolate (contanimated by 1 molar equivalent NaCl) (77 mg) in water (25 ml). After stirring vigorously for 25 min. the layers were separated, and the dichloromethane layer was washed w... As a reaction SMILES: Br[CH2:2][CH2:3][CH2:4][O:5][C:6]1[CH:7]=[C:8]([C:12]2[C:16]3[S:17][CH:18]=[CH:19][C:15]=3[O:14][N:13]=2)[CH:9]=[CH:10][CH:11]=1.C(=O)([O-])[O-].[K+].[K+].[CH3:26][C:27]1[CH:34]=[CH:33][C:30]([CH2:31][NH2:32])=[CH:29][CH:28]=1.C(#N)C>C(OCC)(=O)C.ClCCl>[CH3:26][C:27]1[CH:34]=[CH:33][C:30]([CH2:31][NH:32][CH2:2][CH2:3][CH2:4][O:5][C:6]2[CH:11]=[CH:10][CH:9]=[C:8]([C:12]3[C:16]4[S:17][CH:18]=[CH:19][C:15]=4[O:14][N:13]=3)[CH:7]=2)=[CH:29][CH:28]=1 |f:1.2.3|. Run at temperature 75 celsius. Product: CC1=CC=C(CNCCCOC2=CC(=CC=C2)C2=NOC3=C2SC=C3)C=C1 ((4-methyl-benzyl)-[3-(3-thieno[2,3-d]isoxazol-3-yl-phenoxy)-propyl]-amine). The reactants are BrCCCOC=1C=C(C=CC1)C1=NOC2=C1SC=C2 (3-[3-(3-bromo-propoxy)-phenyl]-thieno[2,3-d]isoxazole), C([O-])([O-])=O.[K+].[K+] (potassium carbonate), CC1=CC=C(CN)C=C1 (4-methylbenzylamine), C(C)#N (acetonitrile). Isolated yield 79.7%. Procedure: Mix 3-[3-(3-bromo-propoxy)-phenyl]-thieno[2,3-d]isoxazole (0.400 g, 1.18 mmol), potassium carbonate (0.326 g, 2.36 mmol), 4-methylbenzylamine (0.606, 5.00 mmol) and acetonitrile (5.0 mL) and heat (75° C.), overnight. Cool the reaction mixture and filter through a Waters Sep-Pak 1 g silica cartridge (ethyl acetate). Combine the appropriate fractions and concentrate to give a residue. Dissolved residue in 50% ethyl acetate in dichloromethane and chromatograph on silica (10 g) using ethyl acetate t... Solvent: C(C)(=O)OCC (ethyl acetate), C(C)(=O)OCC (ethyl acetate), ClCCl (dichloromethane). Reactants: [Si](C)(C)(C(C)(C)C)N1C(CC1CC(CC(=O)O)O)=O (N-(t-butyldimethylsilyl)-4-(3-carboxy-2-hydroxypropyl)-azetidin-2-one), [N+](=O)([O-])C1=CC=C(CBr)C=C1 (p-nitrobenzyl bromide). Solvent: C(C)N(CC)CC (triethylamine). Run at time 2 day. Product: [Si](C)(C)(C(C)(C)C)N1C(CC1CC(CC(=O)OCC1=CC=C(C=C1)[N+](=O)[O-])O)=O (N-(t-butyldimethylsilyl)-4-[3-(p-nitrobenzyloxycarbonyl)-2-hydroxypropyl]-azetidin-2-one). As a reaction SMILES: [Si:1]([N:8]1[CH:11]([CH2:12][CH:13]([OH:18])[CH2:14][C:15]([OH:17])=[O:16])[CH2:10][C:9]1=[O:19])([C:4]([CH3:7])([CH3:6])[CH3:5])([CH3:3])[CH3:2].[N+:20]([C:23]1[CH:30]=[CH:29][C:26]([CH2:27]Br)=[CH:25][CH:24]=1)([O-:22])=[O:21]>C(N(CC)CC)C>[Si:1]([N:8]1[CH:11]([CH2:12][CH:13]([OH:18])[CH2:14][C:15]([O:17][CH2:27][C:26]2[CH:29]=[CH:30][C:23]([N+:20]([O-:22])=[O:21])=[CH:24][CH:25]=2)=[O:16])[CH2:10][C:9]1=[O:19])([C:4]([CH3:6])([CH3:7])[CH3:5])([CH3:3])[CH3:2]. Procedure details: The crude carboxylic acid is suspended in anhydrous acetonitrate (150 ml) and treated with p-nitrobenzyl bromide (7.56 g, 35 mμol) and triethylamine (4.9 ml, 35 mμol). The resulting solution is kept at room temperature for 2 days and then in a refrigerator for 3 days. The reddish orange solution is evaporated under vacuum and the residue shaken with ethyl acetate (100 ml, 2×50 ml) and filtered to remove triethylammonium bromide. The ethyl acetate filtrate is washed with water (3×100 ml) and brin... Starting materials: O=S(=O)(Cl)c1ccc(Br)cc1, CC(C)(C)OC(=O)N1CCNCC1, ClCCl. Yields the product CC(C)(C)OC(=O)N1CCN(S(=O)(=O)c2ccc(Br)cc2)CC1. RXN SMILES: [Br:14][c:15]1[cH:16][cH:17][c:18]([S:21](=[O:22])(=[O:23])[Cl:24])[cH:19][cH:20]1.[C:1]([CH3:2])([CH3:3])([CH3:4])[O:5][C:6](=[O:7])[N:8]1[CH2:9][CH2:10][NH:11][CH2:12][CH2:13]1.[Cl:25][CH2:26][Cl:27]>>[C:1]([CH3:2])([CH3:3])([CH3:4])[O:5][C:6](=[O:7])[N:8]1[CH2:9][CH2:10][N:11]([S:21]([c:18]2[cH:17][cH:16][c:15]([Br:14])[cH:20][cH:19]2)(=[O:22])=[O:23])[CH2:12][CH2:13]1. Starting materials: BrC1=CC=C2C=CN=C(C2=N1)O (7-bromo-1-hydroxy-8-azaisoquinoline), BrCC1=CC=C(C(=O)OC)C=C1 (methyl 4-(bromomethyl)benzoate), C([O-])([O-])=O.[Cs+].[Cs+] (cesium carbonate). The solvent is CN(C=O)C (dimethylformamide). Yields the product COC(C1=CC=C(C=C1)CN1C(C2=NC(=CC=C2C=C1)Br)=O)=O (4-(7-bromo-1-oxo-1H-8-azaisoquinolin-2-ylmethyl)benzoic acid methyl ester). RXN SMILES: [Br:1][C:2]1[N:11]=[C:10]2[C:5]([CH:6]=[CH:7][N:8]=[C:9]2[OH:12])=[CH:4][CH:3]=1.Br[CH2:14][C:15]1[CH:24]=[CH:23][C:18]([C:19]([O:21][CH3:22])=[O:20])=[CH:17][CH:16]=1.C(=O)([O-])[O-].[Cs+].[Cs+]>CN(C)C=O>[CH3:22][O:21][C:19](=[O:20])[C:18]1[CH:23]=[CH:24][C:15]([CH2:14][N:8]2[CH:7]=[CH:6][C:5]3[C:10](=[N:11][C:2]([Br:1])=[CH:3][CH:4]=3)[C:9]2=[O:12])=[CH:16][CH:17]=1 |f:2.3.4|. Procedure: The alkylation of 7-bromo-1-hydroxy-8-azaisoquinoline (1.00 g, 4.46 mmol) using methyl 4-(bromomethyl)benzoate (1.53 g, 6.69 mmol) and cesium carbonate (2.18 g, 6.69 mmol) in dimethylformamide is carried out as previously described in Example 1, Step (1). The solid is crystallized from hexanes/ethyl acetate 2:1, the white crystals collected by filtration and dried to give the desired product. Step (2): 4-[1-oxo-7-(3-phenyl-prop-1-ynyl)-1H-8-azaisoquinolin-2-ylmethyl]benzoic acid methyl ester Starting materials: COC=1C=C2CCC(C(C2=CC1)=O)C/C=C/C=O ((E)-4-(6-methoxy-1-oxo-tetralin-2-yl)but-2-enal), FC(C=1C=C(C=CC1)CNC=CC(C)=O)(F)F (4-[[3-(trifluoromethyl)phenyl]methylamino]but-3-en-2-one). Product: C(C)(=O)C1=CN(C=CC1CC1C(C2=CC=C(C=C2CC1)OC)=O)CC1=CC(=CC=C1)C(F)(F)F (2-[[3-acetyl-1-[[3-(trifluoromethyl)phenyl]methyl]-4H-pyridin-4-yl]methyl]-6-methoxy-tetralin-1-one). Reaction SMILES: [CH3:1][O:2][C:3]1[CH:4]=[C:5]2[C:10](=[CH:11][CH:12]=1)[C:9](=[O:13])[CH:8]([CH2:14]/[CH:15]=[CH:16]/[CH:17]=O)[CH2:7][CH2:6]2.[F:19][C:20]([F:35])([F:34])[C:21]1[CH:22]=[C:23]([CH2:27][NH:28][CH:29]=[CH:30][C:31](=[O:33])[CH3:32])[CH:24]=[CH:25][CH:26]=1>>[C:31]([C:30]1[CH:15]([CH2:14][CH:8]2[CH2:7][CH2:6][C:5]3[C:10](=[CH:11][CH:12]=[C:3]([O:2][CH3:1])[CH:4]=3)[C:9]2=[O:13])[CH:16]=[CH:17][N:28]([CH2:27][C:23]2[CH:24]=[CH:25][CH:26]=[C:21]([C:20]([F:34])([F:35])[F:19])[CH:22]=2)[CH:29]=1)(=[O:33])[CH3:32]. Procedure details: The title compound 65 is prepared according to the procedure reported in step D of Example 8 with aldehyde 54 (100 mg, 0.41 mmol) and enamine 66 (100 mg, 0.41 mmol) as reactants. Purification by column chromatography on SiO2 (Petroleum Ether/EtOAc=2:1) afford the title compound 65 as a pale yellow solid. (Yield 65 mg, 39%). Reactants: ClCCl, CC(O)Cc1ccc(C2=NNC(=O)CC2)cc1. Reaction SMILES: [Cl:18][CH2:19][Cl:20].[OH:1][CH:2]([CH2:3][c:4]1[cH:5][cH:6][c:7]([C:10]2=[N:15][NH:14][C:13](=[O:16])[CH2:12][CH2:11]2)[cH:8][cH:9]1)[CH3:17]>>[O:1]=[C:2]([CH2:3][c:4]1[cH:5][cH:6][c:7]([C:10]2=[N:15][NH:14][C:13](=[O:16])[CH2:12][CH2:11]2)[cH:8][cH:9]1)[CH3:17]. Yields the product CC(=O)Cc1ccc(C2=NNC(=O)CC2)cc1. Product: CCC(C)(CC#N)C(=O)OC. Reaction SMILES: [Br:9][CH2:10][C:11]#[N:12].[CH2:21]1[O:22][CH2:23][CH2:24][CH2:25]1.[CH3:1][CH:2]([C:3](=[O:4])[O:5][CH3:6])[CH2:7][CH3:8].[CH:13]([N-:14][CH:15]([CH3:16])[CH3:17])([CH3:18])[CH3:19].[Li+:20]>>[CH3:1][C:2]([C:3](=[O:4])[O:5][CH3:6])([CH2:7][CH3:8])[CH2:10][C:11]#[N:12]. Reactants: N#CCBr, C1CCOC1, CCC(C)C(=O)OC, CC(C)[N-]C(C)C, [Li+]. Reactants: I (HI), ClCCOC1=C(C=C(C=C1)[N+](=O)[O-])OCCCl (1,2-Bis-(2-chloroethoxy)-4-nitrobenzene), [I-].[Na+] (sodium iodide), C (methane). The solvent is CC(=O)C (acetone). Yields the product ICCOC1=C(C=C(C=C1)[N+](=O)[O-])OCCI (1,2-Bis-(2-iodoethoxy)-4-nitrobenzene). Yield: 60.0%. Reaction SMILES: Cl[CH2:2][CH2:3][O:4][C:5]1[CH:10]=[CH:9][C:8]([N+:11]([O-:13])=[O:12])=[CH:7][C:6]=1[O:14][CH2:15][CH2:16]Cl.[I-:18].[Na+].C.[IH:21]>CC(C)=O>[I:18][CH2:2][CH2:3][O:4][C:5]1[CH:10]=[CH:9][C:8]([N+:11]([O-:13])=[O:12])=[CH:7][C:6]=1[O:14][CH2:15][CH2:16][I:21] |f:1.2|. Procedure: A solution of 2.8 g of the dichloride obtained in Example 15 and 3.8 g of anhydrous sodium iodide in 35 ml of anhydrous acetone are stirred under a nitrogen atmosphere and heated at reflux temperature for 2 days. After cooling to ambient temperature, the solution is evaporated to dryness. The solid residue is dissolved in ether and washed with a sodium thiosulfate solution to remove iodine. The organic layer is separated, dried (Na2SO4) and evaporated to dryness, and after recrystallization from... The reactants are C(C1=CC=CC=C1)N1C(C=CC1=O)=O (N-benzylmaleimide), C12(C3C=C(CC3C(C=C1)C2)C(=O)OCC)C(=O)OCC (diethyl tricyclo[5.2.1.02,6 ]deca-3,8-diene-1,4-dicarboxylate). Solvent: O1CCOCC1 (1,4-dioxane). The product is C(C1=CC=CC=C1)N1C(C2C3(C=CC(C2C1=O)C3)C(=O)OCC)=O (Ethyl 4-benzyl-3,5-dioxo-4-azatricyclo[5.2.1.02,6 ]dec-8-ene-1-carboxylate). RXN SMILES: [CH2:1]([N:8]1[C:12](=[O:13])[CH:11]=[CH:10][C:9]1=[O:14])[C:2]1[CH:7]=[CH:6][CH:5]=[CH:4][CH:3]=1.C12(C(OCC)=O)CC(C=C1)[CH:20]1[CH:16]2[CH:17]=[C:18]([C:25]([O:27][CH2:28][CH3:29])=[O:26])[CH2:19]1>O1CCOCC1>[CH2:1]([N:8]1[C:12](=[O:13])[CH:11]2[CH:10]([C:18]3([C:25]([O:27][CH2:28][CH3:29])=[O:26])[CH2:19][CH:20]2[CH:16]=[CH:17]3)[C:9]1=[O:14])[C:2]1[CH:3]=[CH:4][CH:5]=[CH:6][CH:7]=1. Procedure: 32.8 g (0.17 mol) of N-benzylmaleimide are heated under reflux with 24.2 g (0.17 mol) of diethyl tricyclo[5.2.1.02,6 ]deca-3,8-diene-1,4-dicarboxylate in 200 ml of 1,4-dioxane overnight. The mixture is concentrated, the residue is taken up in 80 ml of isopropanol and the product is allowed to crystallize out.